From a dataset of the Open Reaction Database (ORD), a public repository of structured organic reaction records. describe an organic reaction: reactants, conditions, products, and yield Starting materials: CCOC(=O)c1nc(-c2cc(Br)c(O)c(Br)c2)no1, CCO, NCc1ccc(OC(F)(F)F)cc1. Yields the product O=C(NCc1ccc(OC(F)(F)F)cc1)c1nc(-c2cc(Br)c(O)c(Br)c2)no1. As a reaction SMILES: [Br:1][c:2]1[cH:3][c:4](-[c:10]2[n:11][o:12][c:13]([C:15]([O:17][CH2:16][CH3:18])=[O:19])[n:14]2)[cH:5][c:6]([Br:9])[c:7]1[OH:8].[CH3:33][CH2:34][OH:35].[F:20][C:21]([O:22][c:23]1[cH:24][cH:25][c:26]([CH2:27][NH2:28])[cH:29][cH:30]1)([F:31])[F:32]>>[Br:1][c:2]1[cH:3][c:4](-[c:10]2[n:11][o:12][c:13]([C:15](=[O:17])[NH:28][CH2:27][c:26]3[cH:25][cH:24][c:23]([O:22][C:21]([F:20])([F:31])[F:32])[cH:30][cH:29]3)[n:14]2)[cH:5][c:6]([Br:9])[c:7]1[OH:8]. The reactants are COC(=O)C1=C(C=C2C(CC(N(C2=C1)C(=O)OCC)C)N)OC (4-amino-6-methoxy-2-methyl-3,4-dihydro-2H-quinoline-1,7-dicarboxylic acid 1-ethyl ester 7-methyl ester), C(C)(=O)O (acetic acid), C(C)(=O)O[BH-](OC(C)=O)OC(C)=O.[Na+] (sodium triacetoxyborohydride), FC(C=1C=C(C=O)C=C(C1)C(F)(F)F)(F)F (3,5-bis(trifluoromethyl)benzaldehyde). The solvent is ClCCCl (1,2-dichloroethane). Isolated yield 96.0%. RXN SMILES: [CH3:1][O:2][C:3]([C:5]1[CH:14]=[C:13]2[C:8]([CH:9]([NH2:21])[CH2:10][CH:11]([CH3:20])[N:12]2[C:15]([O:17][CH2:18][CH3:19])=[O:16])=[CH:7][C:6]=1[O:22][CH3:23])=[O:4].C(O)(=O)C.[F:28][C:29]([F:43])([F:42])[C:30]1[CH:31]=[C:32]([CH:35]=[C:36]([C:38]([F:41])([F:40])[F:39])[CH:37]=1)[CH:33]=O.C(O[BH-](OC(=O)C)OC(=O)C)(=O)C.[Na+]>ClCCCl>[CH3:1][O:2][C:3]([C:5]1[CH:14]=[C:13]2[C:8]([C@H:9]([NH:21][CH2:33][C:32]3[CH:35]=[C:36]([C:38]([F:40])([F:41])[F:39])[CH:37]=[C:30]([C:29]([F:28])([F:42])[F:43])[CH:31]=3)[CH2:10][C@H:11]([CH3:20])[N:12]2[C:15]([O:17][CH2:18][CH3:19])=[O:16])=[CH:7][C:6]=1[O:22][CH3:23])=[O:4] |f:3.4|. Conditions: time 2 hour. The product is COC(=O)C1=C(C=C2[C@@H](C[C@@H](N(C2=C1)C(=O)OCC)C)NCC1=CC(=CC(=C1)C(F)(F)F)C(F)(F)F)OC (cis-4-(3,5-Bis-trifluoromethyl-benzylamino)-6-methoxy-2-methyl-3,4-dihydro-2H-quinoline-1,7-dicarboxylic acid 1-ethyl ester 7-methyl ester). Reported procedure: To a solution of 4-amino-6-methoxy-2-methyl-3,4-dihydro-2H-quinoline-1,7-dicarboxylic acid 1-ethyl ester 7-methyl ester (208 mg, 0.64 mmol) in anhydrous 1,2-dichloroethane (5 mL) was added acetic acid (0.041 mL, 0.71 mmol), followed by 3,5-bis(trifluoromethyl)benzaldehyde (172 mg, 0.71 mmol) and sodium triacetoxyborohydride (0.205 g, 0.97 mmol). The reaction was stirred at room temperature for 2 h. The reaction mixture was partitioned between dichloromethane (45 ml) and water (100 ml) and the aq... Reactants: CN(C)C=O, CI, COc1cc2ncnc(Oc3ccc(NC(=O)OC4CCCCC4)cc3)c2cc1OC, [H-], [Na+], O. Product: COc1cc2ncnc(Oc3ccc(N(C)C(=O)OC4CCCCC4)cc3)c2cc1OC. RXN SMILES: [CH3:1][N:2]([CH3:3])[CH:4]=[O:5].[CH3:39][I:40].[CH3:8][O:9][c:10]1[cH:11][c:12]2[c:13]([O:22][c:23]3[cH:24][cH:25][c:26]([NH:29][C:30]([O:31][CH:32]4[CH2:33][CH2:34][CH2:35][CH2:36][CH2:37]4)=[O:38])[cH:27][cH:28]3)[n:14][cH:15][n:16][c:17]2[cH:18][c:19]1[O:20][CH3:21].[H-:6].[Na+:7].[OH2:41]>>[CH3:1][N:29]([c:26]1[cH:25][cH:24][c:23]([O:22][c:13]2[c:12]3[cH:11][c:10]([O:9][CH3:8])[c:19]([O:20][CH3:21])[cH:18][c:17]3[n:16][cH:15][n:14]2)[cH:28][cH:27]1)[C:30]([O:31][CH:32]1[CH2:33][CH2:34][CH2:35][CH2:36][CH2:37]1)=[O:38]. The reactants are C(C1=CC=CC=C1)Br (Benzyl bromide), C(=O)([O-])[O-].[K+].[K+] (K2CO3), COC(CCC1=CC=C(C=C1)O)=O (3-(4-Hydroxyphenyl)propionic acid methyl ester). Solvent: CC(=O)C (acetone). Product: COC(CCC1=CC=C(C=C1)OCC1=CC=CC=C1)=O (3-(4-Benzyloxyphenyl)propionic acid methyl ester). RXN SMILES: [CH2:1](Br)[C:2]1[CH:7]=[CH:6][CH:5]=[CH:4][CH:3]=1.C([O-])([O-])=O.[K+].[K+].[CH3:15][O:16][C:17](=[O:27])[CH2:18][CH2:19][C:20]1[CH:25]=[CH:24][C:23]([OH:26])=[CH:22][CH:21]=1>CC(C)=O>[CH3:15][O:16][C:17](=[O:27])[CH2:18][CH2:19][C:20]1[CH:25]=[CH:24][C:23]([O:26][CH2:1][C:2]2[CH:7]=[CH:6][CH:5]=[CH:4][CH:3]=2)=[CH:22][CH:21]=1 |f:1.2.3|. Procedure: Benzyl bromide (12.9 mL, 108 mmol), K2CO3 (15.0 g, 109 mmol) and the 3-(4-hydroxyphenyl)propionic acid methyl ester from Step 1 above were combined in acetone (300 mL) and refluxed 40 h. The crude reaction mixture was filtered and the cake washed with acetone (2×100 mL). The filtrate was evaporated and the residue was triturated with MeOH (50 mL, 6 mL, 4 mL) to provide the product as a solid which was used without further purification. The reactants are O=C([O-])[O-], N#C[NH-], CN(C)C=O, COc1ccc(C2(C)CSc3cc(OC)ccc3C2CCCCCCCCCI)cc1, [K+], [K+], O. Product: COc1ccc(C2(C)CSc3cc(OC)ccc3C2CCCCCCCCCNC#N)cc1. Reaction SMILES: [C:32](=[O:33])([O-:34])[O-:35].[C:38](#[N:39])[NH-:40].[CH3:42][N:43]([CH3:44])[CH:45]=[O:46].[I:1][CH2:2][CH2:3][CH2:4][CH2:5][CH2:6][CH2:7][CH2:8][CH2:9][CH2:10][CH:11]1[C:12]([CH3:23])([c:24]2[cH:25][cH:26][c:27]([O:30][CH3:31])[cH:28][cH:29]2)[CH2:13][S:14][c:15]2[cH:16][c:17]([O:21][CH3:22])[cH:18][cH:19][c:20]21.[K+:36].[K+:37].[OH2:41]>>[CH2:2]([CH2:3][CH2:4][CH2:5][CH2:6][CH2:7][CH2:8][CH2:9][CH2:10][CH:11]1[C:12]([CH3:23])([c:24]2[cH:25][cH:26][c:27]([O:30][CH3:31])[cH:28][cH:29]2)[CH2:13][S:14][c:15]2[cH:16][c:17]([O:21][CH3:22])[cH:18][cH:19][c:20]21)[NH:40][C:38]#[N:39]. The reactants are C(C)N(C1=C(C=C(C(=C1)OC)OC)[C@H]1CC=2C=CC(=CC2CC1)OC(C(C)(C)C)=O)C(C1=CC=C(C=C1)O)=O (pivalic acid (R)-6-{2-[ethyl(4-hydroxybenzoyl)amino]-4,5-dimethoxyphenyl}-5,6,7,8-tetrahydronaphthalen-2-yl ester), ClCC(=O)N(C[C@@H]1OCCC1)C (2-chloro-N-methyl-N-[(R)-tetrahydrofuran-2-ylmethyl]acetamide). Yields the product C(C)N(C1=C(C=C(C(=C1)OC)OC)[C@H]1CC=2C=CC(=CC2CC1)O)CC1=CC=C(C=C1)OCCN(C[C@@H]1OCCC1)C ((R)-6-{2-{Ethyl{4-{2-{methyl[(R)-tetrahydrofuran-2-ylmethyl]amino}ethoxy}benzyl}amino}-4,5-dimethoxyphenyl}-5,6,7,8-tetrahydronaphthalen-2-ol). Yield: 20.8%. RXN SMILES: [CH2:1]([N:3]([C:31](=O)[C:32]1[CH:37]=[CH:36][C:35]([OH:38])=[CH:34][CH:33]=1)[C:4]1[CH:9]=[C:8]([O:10][CH3:11])[C:7]([O:12][CH3:13])=[CH:6][C:5]=1[C@@H:14]1[CH2:23][CH2:22][C:21]2[CH:20]=[C:19]([O:24]C(=O)C(C)(C)C)[CH:18]=[CH:17][C:16]=2[CH2:15]1)[CH3:2].Cl[CH2:41][C:42]([N:44]([CH3:51])[CH2:45][C@H:46]1[CH2:50][CH2:49][CH2:48][O:47]1)=O>>[CH2:1]([N:3]([CH2:31][C:32]1[CH:37]=[CH:36][C:35]([O:38][CH2:41][CH2:42][N:44]([CH3:51])[CH2:45][C@H:46]2[CH2:50][CH2:49][CH2:48][O:47]2)=[CH:34][CH:33]=1)[C:4]1[CH:9]=[C:8]([O:10][CH3:11])[C:7]([O:12][CH3:13])=[CH:6][C:5]=1[C@@H:14]1[CH2:23][CH2:22][C:21]2[CH:20]=[C:19]([OH:24])[CH:18]=[CH:17][C:16]=2[CH2:15]1)[CH3:2]. Reported procedure: Synthesized from pivalic acid (R)-6-{2-[ethyl(4-hydroxybenzoyl)amino]-4,5-dimethoxyphenyl}-5,6,7,8-tetrahydronaphthalen-2-yl ester (16 mg) and 2-chloro-N-methyl-N-[(R)-tetrahydrofuran-2-ylmethyl]acetamide (10 mg) according to an analogous synthetic method to Example 404 and purified by LC-MS, the title compound (3.6 mg) was obtained. Reactants: C(C1=CC=CC=C1)N1C(C(=CC(=C1)Br)[N+](=O)[O-])=O (1-benzyl-5-bromo-3-nitro-1H-pyridin-2-one), C1=CC=C(C=2OC3=C(C21)C=CC=C3)C3=CC=C(C=C3)B(O)O (4-dibenzofuran-4-yl-phenyl-boronic acid), C(=O)([O-])[O-].[K+].[K+] (K2CO3). The reagents and catalysts are C=1C=CC(=CC1)[P](C=2C=CC=CC2)(C=3C=CC=CC3)[Pd]([P](C=4C=CC=CC4)(C=5C=CC=CC5)C=6C=CC=CC6)([P](C=7C=CC=CC7)(C=8C=CC=CC8)C=9C=CC=CC9)[P](C=1C=CC=CC1)(C=1C=CC=CC1)C=1C=CC=CC1 (Pd(PPh3)4). The solvent is C1(=CC=CC=C1)C (toluene), C(C)O (ethanol), O (water). Run at temperature 80 celsius. The product is C(C1=CC=CC=C1)N1C(C(=CC(=C1)C1=CC=C(C=C1)C1=CC=CC2=C1OC1=C2C=CC=C1)[N+](=O)[O-])=O (1-benzyl-5-(4-dibenzofuran-4-yl-phenyl)-3-nitro-1H-pyridin-2-one). Yield: 99.9%. Reaction SMILES: [CH2:1]([N:8]1[CH:13]=[C:12](Br)[CH:11]=[C:10]([N+:15]([O-:17])=[O:16])[C:9]1=[O:18])[C:2]1[CH:7]=[CH:6][CH:5]=[CH:4][CH:3]=1.[CH:19]1[C:27]2[C:26]3[CH:28]=[CH:29][CH:30]=[CH:31][C:25]=3[O:24][C:23]=2[C:22]([C:32]2[CH:37]=[CH:36][C:35](B(O)O)=[CH:34][CH:33]=2)=[CH:21][CH:20]=1.C([O-])([O-])=O.[K+].[K+]>C1(C)C=CC=CC=1.C(O)C.O.C1C=CC([P]([Pd]([P](C2C=CC=CC=2)(C2C=CC=CC=2)C2C=CC=CC=2)([P](C2C=CC=CC=2)(C2C=CC=CC=2)C2C=CC=CC=2)[P](C2C=CC=CC=2)(C2C=CC=CC=2)C2C=CC=CC=2)(C2C=CC=CC=2)C2C=CC=CC=2)=CC=1>[CH2:1]([N:8]1[CH:13]=[C:12]([C:35]2[CH:36]=[CH:37][C:32]([C:22]3[C:23]4[O:24][C:25]5[CH:31]=[CH:30][CH:29]=[CH:28][C:26]=5[C:27]=4[CH:19]=[CH:20][CH:21]=3)=[CH:33][CH:34]=2)[CH:11]=[C:10]([N+:15]([O-:17])=[O:16])[C:9]1=[O:18])[C:2]1[CH:7]=[CH:6][CH:5]=[CH:4][CH:3]=1 |f:2.3.4,^1:61,63,82,101|. Reported procedure: A solution of 1-benzyl-5-bromo-3-nitro-1H-pyridin-2-one (1.0 g, 3.24 mmol), 4-dibenzofuran-4-yl-phenyl-boronic acid (932 mg, 3.24 mmol), K2CO3 (1.34 g, 3 equiv., 9.7 mmol) in toluene (15 mL), ethanol (10 mL) and water (5 mL) was treated with treated with Pd(PPh3)4 (125 mg). After heating to 80° C. overnight, the solution was cooled to room temperature and the resulting solids were filtered and washed with ether (2×6 mL) to give 1-benzyl-5-(4-dibenzofuran-4-yl-phenyl)-3-nitro-1H-pyridin-2-one as ...